From a dataset of the Open Reaction Database (ORD), a public repository of structured organic reaction records. describe an organic reaction: reactants, conditions, products, and yield The reactants are [C-]#N.[K+] (KCN), BrCC=1C=C(C#N)C=CC1 (3-Bromomethyl-benzonitrile), CCOC(=O)C (EtOAc). Solvent: O (water), CN(C)C=O (DMF). Reaction conditions: temperature 85 celsius, time 8 hour. The product is C(#N)CC=1C=C(C#N)C=CC1 (3-Cyanomethyl-benzonitrile). RXN SMILES: Br[CH2:2][C:3]1[CH:4]=[C:5]([CH:8]=[CH:9][CH:10]=1)[C:6]#[N:7].[C-:11]#[N:12].[K+].CCOC(C)=O>CN(C=O)C.O>[C:11]([CH2:2][C:3]1[CH:4]=[C:5]([CH:8]=[CH:9][CH:10]=1)[C:6]#[N:7])#[N:12] |f:1.2|. Reported procedure: 3-Bromomethyl-benzonitrile (150 mg, 0.76 mmol) was dissolved in DMF (2 ml). KCN (55 mg, 0.84 mmol) was dissolved in the minimum amount of water and was added to the reaction. The resulting solution was stirred at 85° C. overnight. The reaction mixture was allowed to cool to room temperature, EtOAc (5 ml) was added, and the solution was washed with saturated NaHCO3 (4×10 ml). The organic layer was dried (MgSO4), filtered and the solvent removed in vacuo to give the title compound.